From a dataset of the Open Reaction Database (ORD), a public repository of structured organic reaction records. describe an organic reaction: reactants, conditions, products, and yield Starting materials: ClC1=C(C(=O)OC)C=C(C(=C1)OC)B1OC(C(O1)(C)C)(C)C (methyl 2-chloro-4-methoxy-5-(4,4,5,5-tetramethyl-1,3,2-dioxaborolan-2-yl)benzoate), O1CCOCC1 (dioxane), C(=O)([O-])[O-].[Na+].[Na+] (Na2CO3), BrC1=NC=CC=C1 (2-bromopyridine). Reagents/catalysts: C1=CC=C(C=C1)P([C-]2C=CC=C2)C3=CC=CC=C3.C1=CC=C(C=C1)P([C-]2C=CC=C2)C3=CC=CC=C3.Cl[Pd]Cl.[Fe+2] (Pd(dppf)Cl2). Run at time 15 minute. Yields the product ClC1=C(C(=O)OC)C=C(C(=C1)OC)C1=NC=CC=C1 (Methyl 2-chloro-4-methoxy-5-(pyridin-2-yl)benzoate). The yield is 35.0%. Reaction SMILES: [Cl:1][C:2]1[CH:11]=[C:10]([O:12][CH3:13])[C:9](B2OC(C)(C)C(C)(C)O2)=[CH:8][C:3]=1[C:4]([O:6][CH3:7])=[O:5].O1CCOCC1.C([O-])([O-])=O.[Na+].[Na+].Br[C:36]1[CH:41]=[CH:40][CH:39]=[CH:38][N:37]=1>C1C=CC(P(C2C=CC=CC=2)[C-]2C=CC=C2)=CC=1.C1C=CC(P(C2C=CC=CC=2)[C-]2C=CC=C2)=CC=1.Cl[Pd]Cl.[Fe+2]>[Cl:1][C:2]1[CH:11]=[C:10]([O:12][CH3:13])[C:9]([C:36]2[CH:41]=[CH:40][CH:39]=[CH:38][N:37]=2)=[CH:8][C:3]=1[C:4]([O:6][CH3:7])=[O:5] |f:2.3.4,6.7.8.9|. Reported procedure: To a solution of methyl 2-chloro-4-methoxy-5-(4,4,5,5-tetramethyl-1,3,2-dioxaborolan-2-yl)benzoate in dioxane (Preparation 47, 935 mg, 2.86 mmol) was added 2M Na2CO3 (4.30 mL, 8.58 mmol) and stirred for 15 minutes at room temperature. 2-bromopyridine (542 mg, 3.43 mmol) was added and the reaction was purged with nitrogen for 15 minutes. Pd(dppf)Cl2 (117 mg, 0.14 mmol) was added and the reaction heated at 110° C. for 2 hours. The reaction was cooled to room temperature, filtered through arbocel a... The reactants are CCCN(CCC)C(=O)c1cc(Br)cc(C(=O)OC)c1, CN1CCCC1=O, N#C[Cu]. Yields the product CCCN(CCC)C(=O)c1cc(C#N)cc(C(=O)OC)c1. RXN SMILES: [Br:1][c:2]1[cH:3][c:4]([C:5](=[O:6])[O:7][CH3:8])[cH:9][c:10]([C:12](=[O:13])[N:14]([CH2:15][CH2:16][CH3:17])[CH2:18][CH2:19][CH3:20])[cH:11]1.[CH3:24][N:25]1[CH2:26][CH2:27][CH2:28][C:29]1=[O:30].[Cu:21][C:22]#[N:23]>>[c:2]1([C:22]#[N:23])[cH:3][c:4]([C:5](=[O:6])[O:7][CH3:8])[cH:9][c:10]([C:12](=[O:13])[N:14]([CH2:15][CH2:16][CH3:17])[CH2:18][CH2:19][CH3:20])[cH:11]1. Starting materials: C1=CC=CC=2NC3=C(NC(C21)=S)C=CC=C3 (5,10-dihydro-dibenzo[b,e][1,4]diazepin-11-thione), NCC=1C=NC=CC1 (3-(aminomethyl)pyridine), C(Cl)Cl (CH2Cl2). As a reaction SMILES: [CH:1]1[C:11]2[C:10](=S)[NH:9][C:8]3[CH:13]=[CH:14][CH:15]=[CH:16][C:7]=3[NH:6][C:5]=2[CH:4]=[CH:3][CH:2]=1.[NH2:17][CH2:18][C:19]1[CH:20]=[N:21][CH:22]=[CH:23][CH:24]=1.C(Cl)Cl>C(OCCO)C>[CH:1]1[C:11]2[C:10]([NH:17][CH2:18][C:19]3[CH:20]=[N:21][CH:22]=[CH:23][CH:24]=3)=[N:9][C:8]3[CH:13]=[CH:14][CH:15]=[CH:16][C:7]=3[NH:6][C:5]=2[CH:4]=[CH:3][CH:2]=1. Yields the product C1=CC=CC=2NC3=C(N=C(C21)NCC=2C=NC=CC2)C=CC=C3 ((5H-Dibenzo[b,e][1,4]diazepin-11-yl)-pyridin-3-ylmethyl-amine). Procedure details: A solution of 0.6 g (2.7 mmol) of 5,10-dihydro-dibenzo[b,e][1,4]diazepin-11-thione [German Patent, DE-2,306,762, C.A. 79:126533a (1973)] in 10 mL 2-ethoxyethanol was treated with 0.6 mL (5.4 mmol) of 3-(aminomethyl)pyridine and heated at reflux overnight. The solvent was removed under reduced pressure and the residue taken up in EtOAc and washed three times with H2O, then saturated NaHCO3 solution and saturated NaCl solution. Drying over MgSO4 and removal of the solvent under reduced pressure le... Solvent: C(C)OCCO (2-ethoxyethanol). Yield: 56.6%. Reactants: CCO, COC(=O)CCc1oc(Cl)nc1-c1ccc(Cl)cc1, Cl, [Na+], [OH-]. Yields the product O=C(O)CCc1oc(Cl)nc1-c1ccc(Cl)cc1. As a reaction SMILES: [CH3:23][CH2:24][OH:25].[Cl:3][c:4]1[o:5][c:6]([CH2:16][CH2:17][C:18](=[O:19])[O:20][CH3:21])[c:7](-[c:9]2[cH:10][cH:11][c:12]([Cl:15])[cH:13][cH:14]2)[n:8]1.[ClH:22].[Na+:2].[OH-:1]>>[Cl:3][c:4]1[o:5][c:6]([CH2:16][CH2:17][C:18](=[O:19])[OH:20])[c:7](-[c:9]2[cH:10][cH:11][c:12]([Cl:15])[cH:13][cH:14]2)[n:8]1.